From a dataset of the Open Reaction Database (ORD), a public repository of structured organic reaction records. describe an organic reaction: reactants, conditions, products, and yield Reactants: [Li]CCCC, CCCCCC, [Ce+3], [Cl-], [Cl-], [Cl-], [Cl-], [NH4+], CC(C)(C)OC(=O)NC1CCC(=O)CC1, C1CCOC1. Yields the product CCCCC1(O)CCC(NC(=O)OC(C)(C)C)CC1. Reaction SMILES: [CH2:5]([CH2:6][CH2:7][CH3:8])[Li:9].[CH3:27][CH2:28][CH2:29][CH2:30][CH2:31][CH3:32].[Ce+3:2].[Cl-:1].[Cl-:25].[Cl-:3].[Cl-:4].[NH4+:26].[O:10]=[C:11]1[CH2:12][CH2:13][CH:14]([NH:17][C:18]([O:19][C:20]([CH3:21])([CH3:22])[CH3:23])=[O:24])[CH2:15][CH2:16]1.[O:33]1[CH2:34][CH2:35][CH2:36][CH2:37]1>>[CH2:5]([CH2:6][CH2:7][CH3:8])[C:11]1([OH:10])[CH2:12][CH2:13][CH:14]([NH:17][C:18]([O:19][C:20]([CH3:21])([CH3:22])[CH3:23])=[O:24])[CH2:15][CH2:16]1. The reactants are BrC=1C=C2C=CC(=CC2=CC1)O (6-bromo-2-naphthol), [Li]CCCC (n-BuLi), C(=O)=O (dry ice). The solvent is CCOCC (ether), CCOCC (ether). Conditions: time 20 minute. Product: OC=1C=C2C=CC(=CC2=CC1)C(=O)O (6-Hydroxy-2-naphthoic acid). Reaction SMILES: Br[C:2]1[CH:3]=[C:4]2[C:9](=[CH:10][CH:11]=1)[CH:8]=[C:7]([OH:12])[CH:6]=[CH:5]2.[Li]CCCC.[C:18](=[O:20])=[O:19]>CCOCC>[OH:12][C:7]1[CH:8]=[C:9]2[C:4](=[CH:5][CH:6]=1)[CH:3]=[C:2]([C:18]([OH:20])=[O:19])[CH:11]=[CH:10]2. Procedure details: A 500 mL three-neck flask fitted with magnetic stirrer, nitrogen lines and a 125 mL addition funnel was charged with 200 mL of dry ether (newly opened can) and 6-bromo-2-naphthol (15.6 g, 70 mmol). The atmosphere was replaced with nitrogen and a solution of 15 mL of 10M n-BuLi in 100 mL of ether (150 mmol) was added via the addition funnel over a 30 minute period. The solution became pale yellow with a precipitate. After stirring for 20 minutes more, dry ice was added until the solution became q... Reactants: C(C)(=O)OCC1=C(N2C([C@H]([C@H]2SC1)NC(=S)N)=O)C(=O)OC(C1=CC=CC=C1)C1=CC=CC=C1 ((6R-trans)-3-[(acetyloxyl)methyl]-7-[(aminothioxomethyl)amino]-8-oxo-5-thia-1-azabicyclo[4.2.0]oct-2-ene-2-carboxylic acid, diphenylmethyl ester), [I-].[Na+] (sodium iodide), C([O-])([O-])=O.[K+].[K+] (potassium carbonate), C(C)#N (acetonitrile). Yields the product C(C)(=O)OCC1=C(N2C([C@H]([C@H]2SC1)NC=1SC=C(N1)C)=O)C(=O)OC(C1=CC=CC=C1)C1=CC=CC=C1 ((6R-trans)-3-[(Acetyloxy)methyl]-7-[(4-methyl-2-thiazolyl)amino]-8-oxo-5-thia-1-azabicyclo[4.2.0]oct-2-ene-2-carboxylic acid, diphenylmethyl ester). RXN SMILES: [C:1]([O:4][CH2:5][C:6]1[CH2:13][S:12][C@H:11]2[N:8]([C:9](=[O:18])[C@H:10]2[NH:14][C:15]([NH2:17])=[S:16])[C:7]=1[C:19]([O:21][CH:22]([C:29]1[CH:34]=[CH:33][CH:32]=[CH:31][CH:30]=1)[C:23]1[CH:28]=[CH:27][CH:26]=[CH:25][CH:24]=1)=[O:20])(=[O:3])[CH3:2].[I-].[Na+].[C:37](=O)([O-])[O-].[K+].[K+].[C:43](#N)[CH3:44]>>[C:1]([O:4][CH2:5][C:6]1[CH2:13][S:12][C@H:11]2[N:8]([C:9](=[O:18])[C@H:10]2[NH:14][C:15]2[S:16][CH:37]=[C:43]([CH3:44])[N:17]=2)[C:7]=1[C:19]([O:21][CH:22]([C:29]1[CH:34]=[CH:33][CH:32]=[CH:31][CH:30]=1)[C:23]1[CH:24]=[CH:25][CH:26]=[CH:27][CH:28]=1)=[O:20])(=[O:3])[CH3:2] |f:1.2,3.4.5|. Procedure: A mixture of 91 mg of (6R-trans)-3-[(acetyloxyl)methyl]-7-[(aminothioxomethyl)amino]-8-oxo-5-thia-1-azabicyclo[4.2.0]oct-2-ene-2-carboxylic acid, diphenylmethyl ester, 33 mg of sodium iodide, 20 mg of potassium carbonate and 2 ml of acetonitrile was reacted as described in Example 2, giving the desired compound.